Dataset: the Open Reaction Database (ORD), a public repository of structured organic reaction records. Task: describe an organic reaction: reactants, conditions, products, and yield The reactants are BrC=1C=CC2=C(C3=NC(=CN3CCO2)I)C1 (9-Bromo-2-iodo-4,5-dihydro-6-oxa-1,3a-diaza-benzo[e]azulene), Cl (hydrogen chloride), CC[Mg+].[Br-] (EtMgBr), C(=O)=O (CO2). Run in O1CCCC1 (tetrahydrofuran). Run at temperature -30 celsius, time 60 minute. Product: BrC=1C=CC2=C(C3=NC(=CN3CCO2)C(=O)O)C1 (9-Bromo-4,5-dihydro-6-oxa-1,3a-diaza-benzo[e]azulene-2-carboxylic acid). Yield: 74.0%. As a reaction SMILES: [Br:1][C:2]1[CH:3]=[CH:4][C:5]2[O:14][CH2:13][CH2:12][N:11]3[C:7](=[N:8][C:9](I)=[CH:10]3)[C:6]=2[CH:16]=1.CC[Mg+].[Br-].[C:21](=[O:23])=[O:22].Cl>O1CCCC1>[Br:1][C:2]1[CH:3]=[CH:4][C:5]2[O:14][CH2:13][CH2:12][N:11]3[C:7](=[N:8][C:9]([C:21]([OH:23])=[O:22])=[CH:10]3)[C:6]=2[CH:16]=1 |f:1.2|. Procedure details: Into a 20 L 4-necked round-bottom flask purged and maintained with an inert atmosphere of nitrogen was placed a solution of 9-Bromo-2-iodo-4,5-dihydro-6-oxa-1,3a-diaza-benzo[e]azulene (700 g, 1.79 mol, 1.00 equiv) in tetrahydrofuran (13 L), followed by the addition of EtMgBr (1400 mL) dropwise with stirring at −30° C. over 60 min. To the above an excess of CO2 (gas) was introduced in over 3 h at −78° C. The resulting solution was warmed to room temperature naturally. The pH value of the solution... The reactants are CN(C)CC1=CC2=C(CN(CC2)C(CCC2=CC(=CC=C2)CCC2=CC=CC=C2)=O)O1 (1-(2-Dimethylaminomethyl-5,7-dihydro-4H-furo[2,3-c]pyridin-6-yl)-3-(3-phenethylphenyl)propan-1-one), Cl (hydrogen chloride). The solvent is CO (methanol), CO (methanol). The product is Cl.CN(C)CC1=CC2=C(CN(CC2)C(CCC2=CC(=CC=C2)CCC2=CC=CC=C2)=O)O1 (1-(2-dimethylaminomethyl-5,7-dihydro-4H-furo[2,3-c]pyridin-6-yl)-3-(3-phenethylphenyl)propan-1-one hydrochloride). RXN SMILES: [CH3:1][N:2]([CH2:4][C:5]1[O:31][C:8]2[CH2:9][N:10]([C:13](=[O:30])[CH2:14][CH2:15][C:16]3[CH:21]=[CH:20][CH:19]=[C:18]([CH2:22][CH2:23][C:24]4[CH:29]=[CH:28][CH:27]=[CH:26][CH:25]=4)[CH:17]=3)[CH2:11][CH2:12][C:7]=2[CH:6]=1)[CH3:3].[ClH:32]>CO>[ClH:32].[CH3:1][N:2]([CH2:4][C:5]1[O:31][C:8]2[CH2:9][N:10]([C:13](=[O:30])[CH2:14][CH2:15][C:16]3[CH:21]=[CH:20][CH:19]=[C:18]([CH2:22][CH2:23][C:24]4[CH:29]=[CH:28][CH:27]=[CH:26][CH:25]=4)[CH:17]=3)[CH2:11][CH2:12][C:7]=2[CH:6]=1)[CH3:3] |f:3.4|. Procedure: 1-(2-Dimethylaminomethyl-5,7-dihydro-4H-furo[2,3-c]pyridin-6-yl)-3-(3-phenethylphenyl)propan-1-one 0.237 g was dissolved in 2 ml of methanol; hydrogen chloride in methanol was added in excess, followed by stirring. After this mixture was concentrated, diethyl ether was added; the resulting solid was filtered and washed with diethyl ether to yield the desired product. The reactants are c1ccc(COC2CNCC2OCc2ccccc2)cc1, Cc1ccccc1, CCOCC, O=C1CCC(=O)N1Cl, O. Yields the product ClN1CC(OCc2ccccc2)C(OCc2ccccc2)C1. Reaction SMILES: [CH2:9]([c:10]1[cH:11][cH:12][cH:13][cH:14][cH:15]1)[O:16][CH:17]1[CH2:18][NH:19][CH2:20][CH:21]1[O:22][CH2:23][c:24]1[cH:25][cH:26][cH:27][cH:28][cH:29]1.[CH3:30][c:31]1[cH:32][cH:33][cH:34][cH:35][cH:36]1.[CH3:38][CH2:39][O:40][CH2:41][CH3:42].[Cl:1][N:2]1[C:3](=[O:4])[CH2:5][CH2:6][C:7]1=[O:8].[OH2:37]>>[Cl:1][N:19]1[CH2:18][CH:17]([O:16][CH2:9][c:10]2[cH:11][cH:12][cH:13][cH:14][cH:15]2)[CH:21]([O:22][CH2:23][c:24]2[cH:25][cH:26][cH:27][cH:28][cH:29]2)[CH2:20]1. Reactants: CCOCC, CC(C)C(O)CC(=O)c1ccccc1, Cc1ccc(S(=O)(=O)O)cc1, c1ccccc1. Product: CC(C)C=CC(=O)c1ccccc1. Reaction SMILES: [CH3:32][CH2:33][O:34][CH2:35][CH3:36].[OH:1][CH:2]([CH2:3][C:4](=[O:5])[c:6]1[cH:7][cH:8][cH:9][cH:10][cH:11]1)[CH:12]([CH3:13])[CH3:14].[c:15]1([CH3:16])[cH:17][cH:18][c:19]([S:20]([OH:21])(=[O:22])=[O:23])[cH:24][cH:25]1.[cH:26]1[cH:27][cH:28][cH:29][cH:30][cH:31]1>>[CH:2](=[CH:3][C:4](=[O:5])[c:6]1[cH:7][cH:8][cH:9][cH:10][cH:11]1)[CH:12]([CH3:13])[CH3:14]. Reaction SMILES: [CH2:30]1[O:31][CH2:32][CH2:33][CH2:34]1.[CH3:35][C:36]#[N:37].[Cl:1][c:2]1[n:3][c:4]([N:19]2[CH2:20][CH2:21][O:22][CH2:23][CH2:24]2)[c:5]2[c:6]([n:7]1)[s:8][c:9]([CH:11]=[CH:12][c:13]1[cH:14][cH:15][cH:16][cH:17][cH:18]1)[n:10]2.[I+3:25]([O-:26])([OH:27])([O-:28])[O-:29].[OH2:38].[Ru:39]([Cl:40])([Cl:41])[Cl:42]>>[Cl:1][c:2]1[n:3][c:4]([N:19]2[CH2:20][CH2:21][O:22][CH2:23][CH2:24]2)[c:5]2[c:6]([n:7]1)[s:8][c:9]([CH:11]=[O:26])[n:10]2. Reactants: C1CCOC1, CC#N, Clc1nc(N2CCOCC2)c2nc(C=Cc3ccccc3)sc2n1, [O-][I+3]([O-])([O-])O, O, Cl[Ru](Cl)Cl. Product: O=Cc1nc2c(N3CCOCC3)nc(Cl)nc2s1. The reactants are CN(C)C=O (DMF), Cl (HCl), [Li]CCCC (nBuLi), FC1=CC=C(C=C1)C1=CN=CO1 (5-(4-fluorophenyl)-1,3-oxazole). Run in C1CCOC1 (THF), CCOCC (Et2O). Conditions: temperature -78 celsius, time 30 minute. Yields the product FC1=CC=C(C=C1)C1=CN=C(O1)C=O (5-(4-fluorophenyl)-1,3-oxazole-2-carbaldehyde). Yield: 60.3%. RXN SMILES: [Li]CCCC.[F:6][C:7]1[CH:12]=[CH:11][C:10]([C:13]2[O:17][CH:16]=[N:15][CH:14]=2)=[CH:9][CH:8]=1.CN([CH:21]=[O:22])C.Cl>C1COCC1.CCOCC>[F:6][C:7]1[CH:8]=[CH:9][C:10]([C:13]2[O:17][C:16]([CH:21]=[O:22])=[N:15][CH:14]=2)=[CH:11][CH:12]=1. Reported procedure: A solution of nBuLi (1.6 M in hexane, 3.45 ml, 5.53 mmol) was added dropwise at −78° C. to a stirred solution of 5-(4-fluorophenyl)-1,3-oxazole (0.82 g, 5.03 mmol) in THF (10 ml) (Organic Letters (2001),(3)2, 271-273). The mixture was stirred at −78° C. for 30 minutes and then quenched with DMF (0.43 ml, 5.53 mmol). It was gradually warmed to room temperature, stirred for further 30 minutes, diluted with Et2O (30 ml), then neutralised with 1N HCl. The organic layer was separated, washed with bri...